Dataset: the Open Reaction Database (ORD), a public repository of structured organic reaction records. Task: describe an organic reaction: reactants, conditions, products, and yield The reactants are CCOc1cc2c(Cl)ccnc2nc1C, Cl, CCOc1cccc(N)n1. The product is Cl, CCOc1cccc(Nc2ccnc3nc(C)c(OCC)cc23)n1. RXN SMILES: [Cl:1][c:2]1[c:3]2[cH:4][c:5]([O:13][CH2:14][CH3:15])[c:6]([CH3:12])[n:7][c:8]2[n:9][cH:10][cH:11]1.[ClH:26].[NH2:16][c:17]1[cH:18][cH:19][cH:20][c:21]([O:23][CH2:24][CH3:25])[n:22]1>>[ClH:1].[c:2]1([NH:16][c:17]2[cH:18][cH:19][cH:20][c:21]([O:23][CH2:24][CH3:25])[n:22]2)[c:3]2[cH:4][c:5]([O:13][CH2:14][CH3:15])[c:6]([CH3:12])[n:7][c:8]2[n:9][cH:10][cH:11]1. Reactants: FC1=C(C(=O)OC)C=CC(=C1)F (methyl 2,4-difluorobenzoate), C[O-].[Na+] (sodium methoxide). The solvent is O (H2O), O1CCOCC1 (dioxane). Reaction conditions: temperature 100 celsius, time 48 hour. The product is FC1=CC(=C(C(=O)OC)C=C1)OC (methyl 4-fluoro-2-methoxybenzoate). The yield is 93.6%. As a reaction SMILES: F[C:2]1[CH:11]=[C:10]([F:12])[CH:9]=[CH:8][C:3]=1[C:4]([O:6][CH3:7])=[O:5].[CH3:13][O-:14].[Na+]>O1CCOCC1.O>[F:12][C:10]1[CH:9]=[CH:8][C:3]([C:4]([O:6][CH3:7])=[O:5])=[C:2]([O:14][CH3:13])[CH:11]=1 |f:1.2|. Procedure details: To a solution of methyl 2,4-difluorobenzoate (50 g, 290 mmol) in dioxane (300 mL) was added sodium methoxide (18.0 g, 333.21 mmol) and the reaction was stirred for 48 hours at 100° C. in an oil bath. The reaction mixture was cooled to room temperature and diluted with H2O (200 mL). The mixture was extracted with ethyl acetate (3×150 mL). The organic layers were combined, dried over anhydrous magnesium sulfate, and concentrated in vacuo to afford methyl 4-fluoro-2-methoxybenzoate as colorless oil... Starting materials: BrC=1C=C2C(C3=C(C(=NC(=C3)Cl)F)OC2=CC1)=NS(=O)C(C)(C)C (N-(7-bromo-3-chloro-1-fluoro-5H-chromeno[2,3-c]pyridin-5-ylidene)-2-methylpropane-2-sulfinamide), [NH4+].[Cl-] (NH4Cl), [Li]CCCC (n-BuLi), BrC=1C(=NC=CC1)C#N (3-bromopicolinonitrile). Run in CCOC(=O)C (EtOAc), C1CCOC1 (THF), C1CCOC1 (THF). Reaction conditions: time 5 minute. The product is BrC=1C=C2C(=CC1)OC=1C(=NC(=CC1C21N=C(C2=NC=CC=C21)N)Cl)F (7-Bromo-3-chloro-1-fluorospiro[chromeno[2,3-c]pyridine-5,5′-pyrrolo[3,4-b]pyridin]-7′-amine), solid. Yield: 37.9%. RXN SMILES: [Li]CCCC.Br[C:7]1[C:8]([C:13]#[N:14])=[N:9][CH:10]=[CH:11][CH:12]=1.[Br:15][C:16]1[CH:17]=[C:18]2[C:29](=[CH:30][CH:31]=1)[O:28][C:21]1[C:22]([F:27])=[N:23][C:24]([Cl:26])=[CH:25][C:20]=1[C:19]2=[N:32]S(C(C)(C)C)=O.[NH4+].[Cl-]>C1COCC1.CCOC(C)=O>[Br:15][C:16]1[CH:17]=[C:18]2[C:19]3([C:7]4[C:8](=[N:9][CH:10]=[CH:11][CH:12]=4)[C:13]([NH2:14])=[N:32]3)[C:20]3[CH:25]=[C:24]([Cl:26])[N:23]=[C:22]([F:27])[C:21]=3[O:28][C:29]2=[CH:30][CH:31]=1 |f:3.4|. Reported procedure: A solution of n-BuLi (1.6 M in hexane; 0.174 ml, 0.278 mmol, Aldrich) was added dropwise to a solution of 3-bromopicolinonitrile (50.9 mg, 0.278 mmol, Alfa Aesar) in THF (5 ml) at −95° C. After 2 min a solution of N-(7-bromo-3-chloro-1-fluoro-5H-chromeno[2,3-c]pyridin-5-ylidene)-2-methylpropane-2-sulfinamide (100 mg, 0.232 mmol, example x) in THF (3 mL) was added. After 5 min aqueous, saturated NH4Cl solution was added and the reaction mixture was allowed to warm to rt. EtOAc was added, the orga... The reactants are BrC1=C(C=CC=C1)CC(=O)O (2-bromophenylacetic acid), [N+](=O)([O-])C1=C(N)C=CC(=C1)OC (2-nitro-4-methoxyaniline). Procedure: In the manner described in example 3, 2-bromophenylacetic acid is condensed with 2-nitro-4-methoxyaniline to yield 2-[(2-nitro-4-methoxyphenyl)amino]phenylacetic acid. Product: [N+](=O)([O-])C1=C(C=CC(=C1)OC)NC1=C(C=CC=C1)CC(=O)O (2-[(2-nitro-4-methoxyphenyl)amino]phenylacetic acid). As a reaction SMILES: Br[C:2]1[CH:7]=[CH:6][CH:5]=[CH:4][C:3]=1[CH2:8][C:9]([OH:11])=[O:10].[N+:12]([C:15]1[CH:21]=[C:20]([O:22][CH3:23])[CH:19]=[CH:18][C:16]=1[NH2:17])([O-:14])=[O:13]>>[N+:12]([C:15]1[CH:21]=[C:20]([O:22][CH3:23])[CH:19]=[CH:18][C:16]=1[NH:17][C:2]1[CH:7]=[CH:6][CH:5]=[CH:4][C:3]=1[CH2:8][C:9]([OH:11])=[O:10])([O-:14])=[O:13]. The reactants are OCCN1CCN(CC1)C=1C=CC(=C(C(=O)NC)C1)[N+](=O)[O-] (5-[4-(2-Hydroxyethyl)-1-piperazinyl]-N-methyl-2-nitrobenzamide). The solvent is CO (MeOH), CO.C(Cl)Cl (MeOH CH2Cl2). Product: NC1=C(C(=O)NC)C=C(C=C1)N1CCN(CC1)CCO (2-amino-5-[4-(2-Hydroxyethyl)-1-piperazinyl]-N-methylbenzamide). Reaction SMILES: [OH:1][CH2:2][CH2:3][N:4]1[CH2:9][CH2:8][N:7]([C:10]2[CH:11]=[CH:12][C:13]([N+:20]([O-])=O)=[C:14]([CH:19]=2)[C:15]([NH:17][CH3:18])=[O:16])[CH2:6][CH2:5]1>CO.CO.C(Cl)Cl>[NH2:20][C:13]1[CH:12]=[CH:11][C:10]([N:7]2[CH2:8][CH2:9][N:4]([CH2:3][CH2:2][OH:1])[CH2:5][CH2:6]2)=[CH:19][C:14]=1[C:15]([NH:17][CH3:18])=[O:16] |f:2.3|. Procedure details: A solution of 5-[4-(2-hydroxyethyl)-1-piperazinyl]-N-methyl-2-nitrobenzamide 3 in 250 mL of MeOH in a 250 mL round bottom flask was stirred at room temperature under hydrogen balloon over night. The resulted mixture was filtered to get rid of the Pd catalyst. TLC in 10% MeOH/CH2Cl2 showed no more starting material and a major product. The solvent was rotavaped to dryness, and the residue was used without further purification. MS(ES) m/e 279 [M+H]. Reactants: C1(=CC=CC=C1)C (toluene), (+)5, COC=1C=CC2=C(NC(=N2)S(=O)CC2=NC=C(C(=C2C)OC)C)C1 (6-methoxy-2-[[(4-methoxy-3,5-dimethyl-2-pyridinyl)methyl]sulfinyl]-1H-benzimidazole), [OH-].[Na+] (sodium hydroxide), [Na].COC=1C=CC2=C(NC(=N2)S(=O)CC2=NC=C(C(=C2C)OC)C)C1 (6-methoxy-2-[[(4-methoxy-3,5-dimethyl-2-pyridinyl)methyl]sulfinyl]-1H-benzimidazole sodium salt). Run in C(C)C(=O)C (MEK), C(C)C(=O)C (methyl ethyl ketone). Run at time 8 hour. Product: [Na].COC=1C=CC2=C(NC(=N2)[S@@](=O)CC2=NC=C(C(=C2C)OC)C)C1 ((+)-(5)6-Methoxy-2-[[(4-methoxy-3,5-dimethyl-2-pyridinyl)methyl]sulfinyl]-1H-benzimidazole Sodium Salt). Reaction SMILES: [CH3:1][O:2][C:3]1[CH:4]=[CH:5][C:6]2[N:10]=[C:9]([S:11]([CH2:13][C:14]3[C:19]([CH3:20])=[C:18]([O:21][CH3:22])[C:17]([CH3:23])=[CH:16][N:15]=3)=[O:12])[NH:8][C:7]=2[CH:24]=1.[OH-].[Na+].C1(C)C=CC=CC=1.[Na:34].COC1C=CC2N=C(S(CC3C(C)=C(OC)C(C)=CN=3)=O)NC=2C=1>C(C(C)=O)C>[Na:34].[CH3:1][O:2][C:3]1[CH:4]=[CH:5][C:6]2[N:10]=[C:9]([S@:11]([CH2:13][C:14]3[C:19]([CH3:20])=[C:18]([O:21][CH3:22])[C:17]([CH3:23])=[CH:16][N:15]=3)=[O:12])[NH:8][C:7]=2[CH:24]=1 |f:1.2,4.5,7.8,^1:33,63|. Procedure details: To a stirring suspension of 650 mg (1.89 mmol) of (+)5)6-methoxy-2-[[(4-methoxy-3,5-dimethyl-2-pyridinyl)methyl]sulfinyl]-1H-benzimidazole in 6.5 mL of methyl ethyl ketone (MEK) in a 50 mL flask was added, at ambient temperature 0.39 mL of a 5M aqueous sodium hydroxide solution. To that mixture was added 13 mL of toluene. The resulting mixture was turbid, so an additional 6.5 mL of MEK was added and the mixture became a clear, yellow solution. This mixture was allowed to stir at ambient temperat... Starting materials: C(CC)(=O)O (propionic acid), C(=O)(OC(C)(C)C)N[C@@H](CC1=CC=C(C=C1)OCC1=CC=CC=C1)[C@@H]1CCC(O1)=O (5(S)-[1(S)-(Boc-amino)-2-(p-benzyloxyphenyl)ethyl]dihydrofuran-2-(3H)-one), C1(=CC=C(C=C1)CBr)C1=CC=CC=C1 (4-biphenylylmethyl bromide), solution, C[Si](C)(C)[N-][Si](C)(C)C.[Li+] (lithium bis(trimethylsilyl)amide). Solvent: O (water), C1(=CC=CC=C1)C (toluene), C(C)(=O)OCC (ethyl acetate), C1CCOC1 (THF), CN1CCCN(C1=O)C (DMPU), C1CCOC1 (THF), C1CCOC1 (THF). The product is C(=O)(OC(C)(C)C)N[C@@H](CC1=CC=C(C=C1)OCC1=CC=CC=C1)[C@@H]1C[C@H](C(O1)=O)CC1=CC=C(C=C1)C1=CC=CC=C1 (5(S)-[1(S)-(Boc-Amino)-2-(p-benzyloxyphenyl)-ethyl]-3(R)-[(4-biphenylyl)-methyl]dihydrofuran-2-(3H)-one). As a reaction SMILES: [C:1]([NH:8][C@H:9]([C@H:25]1[O:29][C:28](=[O:30])[CH2:27][CH2:26]1)[CH2:10][C:11]1[CH:16]=[CH:15][C:14]([O:17][CH2:18][C:19]2[CH:24]=[CH:23][CH:22]=[CH:21][CH:20]=2)=[CH:13][CH:12]=1)([O:3][C:4]([CH3:7])([CH3:6])[CH3:5])=[O:2].C[Si]([N-][Si](C)(C)C)(C)C.[Li+].[C:41]1([C:49]2[CH:54]=[CH:53][CH:52]=[CH:51][CH:50]=2)[CH:46]=[CH:45][C:44]([CH2:47]Br)=[CH:43][CH:42]=1.C(O)(=O)CC>C1COCC1.CN1C(=O)N(C)CCC1.O.C1(C)C=CC=CC=1.C(OCC)(=O)C>[C:1]([NH:8][C@H:9]([C@H:25]1[O:29][C:28](=[O:30])[C@H:27]([CH2:47][C:44]2[CH:45]=[CH:46][C:41]([C:49]3[CH:50]=[CH:51][CH:52]=[CH:53][CH:54]=3)=[CH:42][CH:43]=2)[CH2:26]1)[CH2:10][C:11]1[CH:16]=[CH:15][C:14]([O:17][CH2:18][C:19]2[CH:20]=[CH:21][CH:22]=[CH:23][CH:24]=2)=[CH:13][CH:12]=1)([O:3][C:4]([CH3:6])([CH3:7])[CH3:5])=[O:2] |f:1.2|. Procedure details: In analogy with Example 5d), 5.55 g (13.5 mmol) of 5(S)-[1(S)-(Boc-amino)-2-(p-benzyloxyphenyl)ethyl]dihydrofuran-2-(3H)-one [preparation, see Example 1g)], dissolved in 20 ml of THF and 2.3 ml of DMPU, are deprotonated, at -70° C., with 27 ml of a 1 M solution of lithium bis(trimethylsilyl)amide in THF, and alkylated (1 h) with 5.0 g (20.2 mmol) of 4-biphenylylmethyl bromide (Salor, Milwaukee, USA) in 16 ml of THF. Protonating with 5 ml (67.4 mmol) of propionic acid and 5 ml of water, at -75° C... Reactants: N1(C=NC2=C1C=CC=C2)C2=C1N=CNC1=NC(=N2)NCC2CCN(CC2)C(=O)OC(C)(C)C (1,1-dimethylethyl 4-[[[6-(1H-benzimidazol-1-yl)-9H-purin-2-yl]amino]methyl]-1-piperidine carboxylate), C(=O)(C(F)(F)F)O (TFA), C1(=CC=CC=C1)OC (anisole). The solvent is C(Cl)Cl (CH2Cl2). Reaction conditions: time 2 hour. The product is FC(C(=O)O)(F)F.FC(C(=O)O)(F)F.N1(C=NC2=C1C=CC=C2)C2=C1N=CNC1=NC(=N2)NCC2CCNCC2 (6-(1H-benzimidazol-1-yl)-N-(4-piperidinyl-methyl)-9H-purin -2-amine bis(trifluoroacetate)). RXN SMILES: [N:1]1([C:10]2[N:18]=[C:17]([NH:19][CH2:20][CH:21]3[CH2:26][CH2:25][N:24](C(OC(C)(C)C)=O)[CH2:23][CH2:22]3)[N:16]=[C:15]3[C:11]=2[N:12]=[CH:13][NH:14]3)[C:5]2[CH:6]=[CH:7][CH:8]=[CH:9][C:4]=2[N:3]=[CH:2]1.[C:34]([OH:40])([C:36]([F:39])([F:38])[F:37])=[O:35].C1(OC)C=CC=CC=1>C(Cl)Cl>[F:37][C:36]([F:39])([F:38])[C:34]([OH:40])=[O:35].[F:37][C:36]([F:39])([F:38])[C:34]([OH:40])=[O:35].[N:1]1([C:10]2[N:18]=[C:17]([NH:19][CH2:20][CH:21]3[CH2:26][CH2:25][NH:24][CH2:23][CH2:22]3)[N:16]=[C:15]3[C:11]=2[N:12]=[CH:13][NH:14]3)[C:5]2[CH:6]=[CH:7][CH:8]=[CH:9][C:4]=2[N:3]=[CH:2]1 |f:4.5.6|. Reported procedure: 35 mg of the product of Example 31 are mixed with 1 ml of CH2Cl2 and 0.5 ml of TFA containing 10% of anisole. The mixture is left to stir for 2 hours at ambient temperature, followed by concentrating to dryness in the presence of toluene and of CH2Cl2. 40 mg of expected product are thus obtained. Reactants: C[Si](C)(C)[Si](C)(C)C, Cc1ccccc1, C=CCOC1CN(C(=O)OCC)CCC1NC(=O)c1[nH]c(C)c(Cl)c1C#N, I, [Na+], [Na+], O=S([O-])([O-])=S. Product: C=CCOC1CNCCC1NC(=O)c1[nH]c(C)c(Cl)c1C#N. As a reaction SMILES: [CH3:29][Si:30]([CH3:31])([CH3:32])[Si:33]([CH3:34])([CH3:35])[CH3:36].[CH3:44][c:45]1[cH:46][cH:47][cH:48][cH:49][cH:50]1.[Cl:1][c:2]1[c:3]([C:26]#[N:27])[c:4]([C:8](=[O:9])[NH:10][CH:11]2[CH:12]([O:22][CH2:23][CH:24]=[CH2:25])[CH2:13][N:14]([C:17]([O:18][CH2:19][CH3:20])=[O:21])[CH2:15][CH2:16]2)[nH:5][c:6]1[CH3:7].[I:28].[Na+:42].[Na+:43].[S:37]([O-:38])([O-:39])(=[O:40])=[S:41]>>[Cl:1][c:2]1[c:3]([C:26]#[N:27])[c:4]([C:8](=[O:9])[NH:10][CH:11]2[CH:12]([O:22][CH2:23][CH:24]=[CH2:25])[CH2:13][NH:14][CH2:15][CH2:16]2)[nH:5][c:6]1[CH3:7]. Reaction conditions: temperature 70 celsius. Isolated yield 63.0%. The reactants are COCCN(CCOC)S(F)(F)F (Deoxo-Fluor), OCC1(OCCCC1)C(=O)OCC (ethyl 2-(hydroxymethyl)tetrahydro-2H-pyran-2-carboxylate). As a reaction SMILES: COCCN(S(F)(F)[F:11])CCOC.O[CH2:15][C:16]1([C:22]([O:24][CH2:25][CH3:26])=[O:23])[CH2:21][CH2:20][CH2:19][CH2:18][O:17]1>>[F:11][CH2:15][C:16]1([C:22]([O:24][CH2:25][CH3:26])=[O:23])[CH2:21][CH2:20][CH2:19][CH2:18][O:17]1. Product: FCC1(OCCCC1)C(=O)OCC (ethyl 2-(fluoromethyl)tetrahydro-2H-pyran-2-carboxylate). Procedure: Neat Deoxo-Fluor® (342 mg, 1.546 mmol) was added to a cold (0° C.) stirred ethyl 2-(hydroxymethyl)tetrahydro-2H-pyran-2-carboxylate (194 mg, 1.031 mmol) and the mixture was heated at 70° C. overnight. The reaction was quenched with ice and neutralized with sat. aq. NaHCO3 and extracted with DCM (2×). The combined organic layers were washed with water, brine and dried (MgSO4), filtered and dried to give a yellow-orange oil which was purified by silica gel FCC (0-5% EtOAc in DCM) to afford ethyl 2...